describe an organic reaction: reactants, conditions, products, and yield From a dataset of the Open Reaction Database (ORD), a public repository of structured organic reaction records. The reactants are [Li+].C[Si](C)(C)[N-][Si](C)(C)C (LHMDS), C1(=CC=C(C=C1)C[C@@H]1CCC(N1CC1=CC=C(C=C1)OC)=O)C1=CC=CC=C1 ((S)-5-biphenyl-4-ylmethyl-1-(4-methoxy-benzyl)-pyrrolidin-2-one), O1CCCC1 (tetrahydrofuran), CC(C(=O)Cl)(C)C (2,2-Dimethyl-propionyl chloride), C=O (Formaldehyde), C(=O)([O-])[O-].[K+].[K+] (K2CO3). Solvent: [Cl-].[Na+].O (brine), [Cl-].[NH4+] (ammonium chloride). Reaction conditions: temperature -10 celsius, time 30 minute. Yields the product C1(=CC=C(C=C1)C[C@@H]1CC(C(N1\C=C\C1=CC=CC=C1)=O)=C)C1=CC=CC=C1 ((R)-5-biphenyl-4-ylmethyl-3-methylene-1-((E)-styryl)-pyrrolidin-2-one). Reaction SMILES: [Li+].C[Si]([N-][Si](C)(C)C)(C)C.[C:11]1([C:33]2[CH:38]=[CH:37][CH:36]=[CH:35][CH:34]=2)[CH:16]=[CH:15][C:14]([CH2:17][C@H:18]2[N:22]([CH2:23]C3C=CC(OC)=CC=3)[C:21](=O)[CH2:20][CH2:19]2)=[CH:13][CH:12]=1.[CH3:39][C:40]([CH3:45])(C)[C:41](Cl)=O.C=O.[C:48]([O-:51])([O-])=O.[K+].[K+].O1C[CH2:57][CH2:56][CH2:55]1>[Cl-].[NH4+].[Cl-].[Na+].O>[C:11]1([C:33]2[CH:38]=[CH:37][CH:36]=[CH:35][CH:34]=2)[CH:12]=[CH:13][C:14]([CH2:17][C@H:18]2[N:22](/[CH:23]=[CH:39]/[C:40]3[CH:45]=[CH:57][CH:56]=[CH:55][CH:41]=3)[C:48](=[O:51])[C:20](=[CH2:21])[CH2:19]2)=[CH:15][CH:16]=1 |f:0.1,5.6.7,9.10,11.12.13|. Procedure details: Under N2, LHMDS (12.5 mL, 1.0 M in tetrahydrofuran, 12.5 mmol) is added to the mixture of (S)-2-Biphenyl-4-ylmethyl-5-oxo-pyrrolidine-1-carboxylic acid tert-butyl ester (3a, R1=t-butoxycarbonyl) (1.76 g, 5 mmol) in 15 mL dry tetrahydrofuran is added to the reaction mixture at −10° C., the resulting mixture is then stirred for 30 min at −10° C. 2,2-Dimethyl-propionyl chloride (0.72 g, 6 mmol) is added to the reaction mixture at −10° C., after about 1 hour at −10° C., the reaction mixture is dilut... The reactants are CO, CCC(Nc1nc(OC)nc(NNC(=O)C(CC2CCCC2)CN(C=O)OCc2ccccc2)c1F)C(=O)N(C)C. Yields the product CCC(Nc1nc(OC)nc(NNC(=O)C(CC2CCCC2)CN(O)C=O)c1F)C(=O)N(C)C. Reaction SMILES: [CH3:42][OH:43].[CH:1]1([CH2:6][CH:7]([C:8](=[O:9])[NH:10][NH:11][c:12]2[c:13]([F:29])[c:14]([NH:20][CH:21]([C:22](=[O:23])[N:24]([CH3:25])[CH3:26])[CH2:27][CH3:28])[n:15][c:16]([O:18][CH3:19])[n:17]2)[CH2:30][N:31]([O:32][CH2:33][c:34]2[cH:35][cH:36][cH:37][cH:38][cH:39]2)[CH:40]=[O:41])[CH2:2][CH2:3][CH2:4][CH2:5]1>>[CH:1]1([CH2:6][CH:7]([C:8](=[O:9])[NH:10][NH:11][c:12]2[c:13]([F:29])[c:14]([NH:20][CH:21]([C:22](=[O:23])[N:24]([CH3:25])[CH3:26])[CH2:27][CH3:28])[n:15][c:16]([O:18][CH3:19])[n:17]2)[CH2:30][N:31]([OH:32])[CH:40]=[O:41])[CH2:2][CH2:3][CH2:4][CH2:5]1. Starting materials: CC(C)(C)[Si](C)(C)Oc1ccc([N+](=O)[O-])c(N)c1, CO. Yields the product CC(C)(C)[Si](C)(C)Oc1ccc(N)c(N)c1. As a reaction SMILES: [C:1]([CH3:2])([CH3:3])([CH3:4])[Si:5]([O:6][c:7]1[cH:8][cH:9][c:10]([N+:14]([O-:15])=[O:16])[c:11]([NH2:12])[cH:13]1)([CH3:17])[CH3:18].[CH3:19][OH:20]>>[C:1]([CH3:2])([CH3:3])([CH3:4])[Si:5]([O:6][c:7]1[cH:8][cH:9][c:10]([NH2:14])[c:11]([NH2:12])[cH:13]1)([CH3:17])[CH3:18]. Reactants: COC(=O)[C@H]1N(C[C@@H](C1)S(=O)(=O)C)C=1N(N=C(C1)C)CCC1=CC=CC=C1 ((2S,4R)-4-methanesulfonyl-1-(5-methyl-2-phenethyl-2H-pyrazol-3-yl)-pyrrolidine-2-carboxylic acid methyl ester), [OH-].[Li+] (lithium hydroxide). Product: CS(=O)(=O)[C@@H]1C[C@H](N(C1)C=1N(N=C(C1)C)CCC1=CC=CC=C1)C(=O)O ((2S,4R)-4-Methanesulfonyl-1-(5-methyl-2-phenethyl-2H-pyrazol-3-yl)-pyrrolidine-2-carboxylic acid). RXN SMILES: C[O:2][C:3]([C@@H:5]1[CH2:9][C@@H:8]([S:10]([CH3:13])(=[O:12])=[O:11])[CH2:7][N:6]1[C:14]1[N:15]([CH2:20][CH2:21][C:22]2[CH:27]=[CH:26][CH:25]=[CH:24][CH:23]=2)[N:16]=[C:17]([CH3:19])[CH:18]=1)=[O:4].[OH-].[Li+]>>[CH3:13][S:10]([C@H:8]1[CH2:7][N:6]([C:14]2[N:15]([CH2:20][CH2:21][C:22]3[CH:27]=[CH:26][CH:25]=[CH:24][CH:23]=3)[N:16]=[C:17]([CH3:19])[CH:18]=2)[C@H:5]([C:3]([OH:4])=[O:2])[CH2:9]1)(=[O:11])=[O:12] |f:1.2|. Procedure: In analogy to the procedure described in example 253e, (2S,4R)-4-methanesulfonyl-1-(5-methyl-2-phenethyl-2H-pyrazol-3-yl)-pyrrolidine-2-carboxylic acid methyl ester was saponified in the presence of lithium hydroxide to give the title compound as off-white solid which was used in the next step without further purification. MS (ESI): m/z=378.0 [M+H]+. Starting materials: COCOCC#CC(=O)O (4-methoxymethoxy-but-2-ynoic acid), ClC(=O)OCC(C)C (isobutyl chloroformate), CN1CCOCC1 (N-methylmorpholine), C([O-])(O)=O.[Na+] (sodium bicarbonate), BrC=1C=C(C=CC1)NC1=NC=NC2=CC=C(C=C12)N (N-(3-bromophenyl)-4,6-quinazolindiamine), solid, anhydride. Run in O1CCCC1 (tetrahydrofuran). Reaction conditions: time 30 minute. Yields the product BrC=1C=C(C=CC1)NC1=NC=NC2=CC=C(C=C12)NC(C#CCOCOC)=O (4-Methoxymethoxy-but-2-ynoic acid [4-(3-bromo-phenylamino)-quinazolin-6-yl]-amide). Reaction SMILES: [CH3:1][O:2][CH2:3][O:4][CH2:5][C:6]#[C:7][C:8]([OH:10])=O.ClC(OCC(C)C)=O.CN1CCOCC1.[Br:26][C:27]1[CH:28]=[C:29]([NH:33][C:34]2[C:43]3[C:38](=[CH:39][CH:40]=[C:41]([NH2:44])[CH:42]=3)[N:37]=[CH:36][N:35]=2)[CH:30]=[CH:31][CH:32]=1.C(=O)(O)[O-].[Na+]>O1CCCC1>[Br:26][C:27]1[CH:28]=[C:29]([NH:33][C:34]2[C:43]3[C:38](=[CH:39][CH:40]=[C:41]([NH:44][C:8](=[O:10])[C:7]#[C:6][CH2:5][O:4][CH2:3][O:2][CH3:1])[CH:42]=3)[N:37]=[CH:36][N:35]=2)[CH:30]=[CH:31][CH:32]=1 |f:4.5|. Reported procedure: To a stirred solution of 0.66 g of 4-methoxymethoxy-but-2-ynoic acid and 0.60 mL of isobutyl chloroformate in 16 mL of tetrahydrofuran at 0° C. was added 0.5 mL of N-methylmorpholine followed by 1.2 g of solid N-(3-bromophenyl)-4,6-quinazolindiamine. Stirring was continued for 1 hr at 0° C. and 30 min at room temperature. Another equal amount of mixed anhydride as prepared above was added. The mixture was stirred an addition 30 min and stored at −10° C. over night. The mixture was poured into sa... Reactants: CC(=O)O, CCOC(=O)CCCSc1nccc(NC(N)=NCC(F)(F)F)n1, [Na+], [OH-], O. Product: NC(=NCC(F)(F)F)Nc1ccnc(SCCCC(=O)O)n1. RXN SMILES: [C:27]([OH:28])(=[O:29])[CH3:30].[F:1][C:2]([CH2:3][N:4]=[C:5]([NH:6][c:7]1[n:8][c:9]([S:13][CH2:14][CH2:15][CH2:16][C:17](=[O:18])[O:19][CH2:20][CH3:21])[n:10][cH:11][cH:12]1)[NH2:22])([F:23])[F:24].[Na+:26].[OH-:25].[OH2:31]>>[F:1][C:2]([CH2:3][N:4]=[C:5]([NH:6][c:7]1[n:8][c:9]([S:13][CH2:14][CH2:15][CH2:16][C:17](=[O:18])[OH:19])[n:10][cH:11][cH:12]1)[NH2:22])([F:23])[F:24]. Reactants: C(C)(C)(C)OC(CN1C=CC2=CC=C(C=C12)OCC1=C(N=C(S1)C1=CC(=C(C=C1)C(F)(F)F)F)C)=O ({6-[2-(3-fluoro-4-trifluoromethyl-phenyl)-4-methyl-thiazol-5-ylmethoxy]-indol-1-yl}-acetic acid tert-butyl ester), [Li+].[OH-] (LiOH). Yields the product FC=1C=C(C=CC1C(F)(F)F)C=1SC(=C(N1)C)COC1=CC=C2C=CN(C2=C1)CC(=O)O ({6-[2-(3-fluoro-4-trifluoromethyl-phenyl)-4-methyl-thiazol-5-ylmethoxy]-indol-1-yl}-acetic acid). As a reaction SMILES: C([O:5][C:6](=[O:36])[CH2:7][N:8]1[C:16]2[C:11](=[CH:12][CH:13]=[C:14]([O:17][CH2:18][C:19]3[S:23][C:22]([C:24]4[CH:29]=[CH:28][C:27]([C:30]([F:33])([F:32])[F:31])=[C:26]([F:34])[CH:25]=4)=[N:21][C:20]=3[CH3:35])[CH:15]=2)[CH:10]=[CH:9]1)(C)(C)C.[Li+].[OH-]>>[F:34][C:26]1[CH:25]=[C:24]([C:22]2[S:23][C:19]([CH2:18][O:17][C:14]3[CH:15]=[C:16]4[C:11]([CH:10]=[CH:9][N:8]4[CH2:7][C:6]([OH:36])=[O:5])=[CH:12][CH:13]=3)=[C:20]([CH3:35])[N:21]=2)[CH:29]=[CH:28][C:27]=1[C:30]([F:32])([F:31])[F:33] |f:1.2|. Procedure: In analogy to the procedure described in example 2 c], {6-[2-(3-fluoro-4-trifluoromethyl-phenyl)-4-methyl-thiazol-5-ylmethoxy]-indol-1-yl}-acetic acid tert-butyl ester was treated with LiOH to obtain {6-[2-(3-fluoro-4-trifluoromethyl-phenyl)-4-methyl-thiazol-5-ylmethoxy]-indol-1-yl}-acetic acid as off-white solid. The reactants are C(C)(=O)NC1=C(N(C2=CC=C(C=C12)Cl)C(=O)OCC)C(C1=CC=CC=C1)=O (3-Acetylamino-2-benzoyl-5-chloro-1-(ethoxycarbonyl)indole). Solvent: C(C)(=O)OCC (ethyl acetate). Product: C(C)(=O)NC1=C(NC2=CC=C(C=C12)Cl)C(C1=CC=CC=C1)=O (3-Acetylamino-2-benzoyl-5-chloroindole). As a reaction SMILES: [C:1]([NH:4][C:5]1[C:13]2[C:8](=[CH:9][CH:10]=[C:11]([Cl:14])[CH:12]=2)[N:7](C(OCC)=O)[C:6]=1[C:20](=[O:27])[C:21]1[CH:26]=[CH:25][CH:24]=[CH:23][CH:22]=1)(=[O:3])[CH3:2]>C(OCC)(=O)C>[C:1]([NH:4][C:5]1[C:13]2[C:8](=[CH:9][CH:10]=[C:11]([Cl:14])[CH:12]=2)[NH:7][C:6]=1[C:20](=[O:27])[C:21]1[CH:26]=[CH:25][CH:24]=[CH:23][CH:22]=1)(=[O:3])[CH3:2]. Procedure details: The title compound was prepared according to the procedure described in step 2 of Example 2 (Method A) and from 3-acetylamino-2-benzoyl-5-chloro-1-(ethoxycarbonyl)indole (step 2). m.p.: 200-201° C. (ethyl acetate)